This data is from the Open Reaction Database (ORD), a public repository of structured organic reaction records. The task is: describe an organic reaction: reactants, conditions, products, and yield The reactants are carbonyl, C(CCC)(O)O (butanediol), acetal, C=O (formaldehyde), aldehyde, C(C#CC)(O)O (butynediol), C=O (formaldehyde), carbonyl. Product: CC(CO)CCO (2-methyl-1,4-butanediol), C(CCC)(O)O (butanediol). Reaction SMILES: [CH:1](O)([OH:5])[C:2]#[C:3][CH3:4].[CH2:7]=[O:8].[CH:9]([OH:14])([OH:13])[CH2:10][CH2:11][CH3:12]>>[CH3:4][CH:3]([CH2:2][CH2:1][OH:5])[CH2:7][OH:8].[CH:9]([OH:14])([OH:13])[CH2:10][CH2:11][CH3:12]. Procedure: As described in detail in copending application Ser. No. 924,212, filed July 12, 1978, (FDN-1113), the catalyst of the invention will produce high quality butanediol by a process involving a two-stage catalytic hydrogenation of a butynediol solution containing formaldehyde. During the first stage of the process, or low pressure, low temperature stage, a butanediol product having a much lower carbonyl number is obtained. The carbonyl number is the conventional measure of the undesired aldehyde an... Starting materials: CN1C(=NC2=C1C=CC(=C2)N(CC(=O)OCC)S(=O)(=O)C=2C=CC=C1C=CC=NC21)CCC2=CC=C(C=C2)C(N)=N (1-methyl-2-[2-(4-amidinophenyl)-ethyl]-5-[N-(ethoxycarbonylmethyl)-quinoline-8-sulphonylamino]-benzimidazole), [OH-].[Na+] (sodium hydroxide). Yields the product CN1C(=NC2=C1C=CC(=C2)N(CC(=O)O)S(=O)(=O)C=2C=CC=C1C=CC=NC21)CCC2=CC=C(C=C2)C(N)=N (1-methyl-2-[2-(4-amidinophenyl)-ethyl]-5-[N-(hydroxycarbonylmethyl)-quinoline-8-sulphonylamino]-benzimidazole). As a reaction SMILES: [CH3:1][N:2]1[C:6]2[CH:7]=[CH:8][C:9]([N:11]([S:18]([C:21]3[CH:22]=[CH:23][CH:24]=[C:25]4[C:30]=3[N:29]=[CH:28][CH:27]=[CH:26]4)(=[O:20])=[O:19])[CH2:12][C:13]([O:15]CC)=[O:14])=[CH:10][C:5]=2[N:4]=[C:3]1[CH2:31][CH2:32][C:33]1[CH:38]=[CH:37][C:36]([C:39](=[NH:41])[NH2:40])=[CH:35][CH:34]=1.[OH-].[Na+]>>[CH3:1][N:2]1[C:6]2[CH:7]=[CH:8][C:9]([N:11]([S:18]([C:21]3[CH:22]=[CH:23][CH:24]=[C:25]4[C:30]=3[N:29]=[CH:28][CH:27]=[CH:26]4)(=[O:20])=[O:19])[CH2:12][C:13]([OH:15])=[O:14])=[CH:10][C:5]=2[N:4]=[C:3]1[CH2:31][CH2:32][C:33]1[CH:34]=[CH:35][C:36]([C:39](=[NH:40])[NH2:41])=[CH:37][CH:38]=1 |f:1.2|. Procedure details: Prepared analogously to Example 3 from 1-methyl-2-[2-(4-amidinophenyl)-ethyl]-5-[N-(ethoxycarbonylmethyl)-quinoline-8-sulphonylamino]-benzimidazole and sodium hydroxide solution. Starting materials: CO, N, CC(C)OP(=O)(COC(CO)C(OC(=O)c1ccccc1)C(=O)n1ccc(=O)[nH]c1=O)OC(C)C. Yields the product CC(C)OP(=O)(COC(CO)C(O)C(=O)n1ccc(=O)[nH]c1=O)OC(C)C. As a reaction SMILES: [CH3:37][OH:38].[NH3:36].[n:1]1([C:9](=[O:10])[CH:11]([O:12][C:13](=[O:14])[c:15]2[cH:16][cH:17][cH:18][cH:19][cH:20]2)[CH:21]([O:22][CH2:23][P:24](=[O:25])([O:26][CH:27]([CH3:28])[CH3:29])[O:30][CH:31]([CH3:32])[CH3:33])[CH2:34][OH:35])[c:2](=[O:3])[nH:4][c:5](=[O:6])[cH:7][cH:8]1>>[n:1]1([C:9](=[O:10])[CH:11]([OH:12])[CH:21]([O:22][CH2:23][P:24](=[O:25])([O:26][CH:27]([CH3:28])[CH3:29])[O:30][CH:31]([CH3:32])[CH3:33])[CH2:34][OH:35])[c:2](=[O:3])[nH:4][c:5](=[O:6])[cH:7][cH:8]1. The reactants are COC(=O)C(c1ccccc1)n1c(=O)[nH]c2ccccc2c1=O, Cc1cccc2c1c(C[N+](C)(C)C)cn2C, CCOC(C)=O, [I-], [K+], [K+], O=C([O-])[O-], CN(C)C=O. Product: COC(=O)C(c1ccccc1)n1c(=O)c2ccccc2n(Cc2cn(C)c3cccc(C)c23)c1=O. Reaction SMILES: [CH3:1][O:2][C:3]([CH:4]([c:5]1[cH:6][cH:7][cH:8][cH:9][cH:10]1)[n:11]1[c:12](=[O:22])[nH:13][c:14]2[cH:15][cH:16][cH:17][cH:18][c:19]2[c:20]1=[O:21])=[O:23].[CH3:25][n:26]1[cH:27][c:28]([CH2:36][N+:37]([CH3:38])([CH3:39])[CH3:40])[c:29]2[c:30]([CH3:35])[cH:31][cH:32][cH:33][c:34]12.[CH3:47][CH2:48][O:49][C:50]([CH3:51])=[O:52].[I-:24].[K+:41].[K+:42].[O-:43][C:44]([O-:45])=[O:46].[O:53]=[CH:54][N:55]([CH3:56])[CH3:57]>>[CH3:1][O:2][C:3]([CH:4]([c:5]1[cH:6][cH:7][cH:8][cH:9][cH:10]1)[n:11]1[c:12](=[O:22])[n:13]([CH2:36][c:28]2[cH:27][n:26]([CH3:25])[c:34]3[c:29]2[c:30]([CH3:35])[cH:31][cH:32][cH:33]3)[c:14]2[cH:15][cH:16][cH:17][cH:18][c:19]2[c:20]1=[O:21])=[O:23].